This data is from the Open Reaction Database (ORD), a public repository of structured organic reaction records. The task is: describe an organic reaction: reactants, conditions, products, and yield The reactants are [BH3-]C#N, Cc1cccc(C=O)c1, CO, CC(=O)O, CNC(=O)c1cc(=O)n(CCN2CCC(N)CC2)c2cc(OC)ccc12, [Na+]. Yields the product CNC(=O)c1cc(=O)n(CCN2CCC(NCc3cccc(C)c3)CC2)c2cc(OC)ccc12. Reaction SMILES: [C:36]([BH3-:37])#[N:38].[CH3:27][c:28]1[cH:29][cH:30][cH:31][c:32]([CH:33]=[O:34])[cH:35]1.[CH3:40][OH:41].[CH3:42][C:43](=[O:44])[OH:45].[NH2:1][CH:2]1[CH2:3][CH2:4][N:5]([CH2:8][CH2:9][n:10]2[c:11](=[O:26])[cH:12][c:13]([C:22](=[O:23])[NH:24][CH3:25])[c:14]3[cH:15][cH:16][c:17]([O:20][CH3:21])[cH:18][c:19]23)[CH2:6][CH2:7]1.[Na+:39]>>[NH:1]([CH:2]1[CH2:3][CH2:4][N:5]([CH2:8][CH2:9][n:10]2[c:11](=[O:26])[cH:12][c:13]([C:22](=[O:23])[NH:24][CH3:25])[c:14]3[cH:15][cH:16][c:17]([O:20][CH3:21])[cH:18][c:19]23)[CH2:6][CH2:7]1)[CH2:33][c:32]1[cH:31][cH:30][cH:29][c:28]([CH3:27])[cH:35]1.